From a dataset of the Open Reaction Database (ORD), a public repository of structured organic reaction records. describe an organic reaction: reactants, conditions, products, and yield Reactants: C(C)(C)(C)OC(=O)N1CCN(CC1)C1=C(C=CC=C1[N+](=O)[O-])Cl (4-(2-chloro-6-nitro-phenyl)-piperazine-1-carboxylic acid tert-butyl ester), C(=O)[O-].[NH4+] (ammonium formate), CC(=O)C.C(Cl)Cl (acetone CH2Cl2). The reagents and catalysts are [Pd] (Pd—C). Run in CO (MeOH). Reaction conditions: temperature 65 celsius, time 30 minute. The product is C(C)(C)(C)OC(=O)N1CCN(CC1)C1=C(C=CC=C1Cl)N (4-(2-Amino-6-chloro-phenyl)-piperazine-1-carboxylic acid tert-butyl ester). RXN SMILES: [C:1]([O:5][C:6]([N:8]1[CH2:13][CH2:12][N:11]([C:14]2[C:19]([N+:20]([O-])=O)=[CH:18][CH:17]=[CH:16][C:15]=2[Cl:23])[CH2:10][CH2:9]1)=[O:7])([CH3:4])([CH3:3])[CH3:2].C([O-])=O.[NH4+].CC(C)=O.C(Cl)Cl>CO.[Pd]>[C:1]([O:5][C:6]([N:8]1[CH2:13][CH2:12][N:11]([C:14]2[C:15]([Cl:23])=[CH:16][CH:17]=[CH:18][C:19]=2[NH2:20])[CH2:10][CH2:9]1)=[O:7])([CH3:4])([CH3:2])[CH3:3] |f:1.2,3.4|. Reported procedure: A solution of 342 mg (1 mmol) of 4-(2-chloro-6-nitro-phenyl)-piperazine-1-carboxylic acid tert-butyl ester in 5.0 mL of MeOH was treated with 630 mg (10 mmol, 10 eq) of ammonium formate and a catalytic amount of 10% Pd—C (34 mg). The reaction mixture was stirred at 65° C. for 30 min. The reaction mixture was then filtered through a pad of celite and concentrated to obtain a yellow solid. TLC (silica, 5% acetone/CH2Cl2): Rf=0.40. MS (electrospray): exact mass calculated for C15H22ClN3O2, 311.14; ... Starting materials: CCOC(=O)c1c(C)nc2cccc(OCC(N)CC)c2c1N, COc1cc(C(=O)O)ccc1OCCO. The product is CCOC(=O)c1c(C)nc2cccc(OCC(CC)NC(=O)c3ccc(OCCO)c(OC)c3)c2c1N. Reaction SMILES: [NH2:1][c:2]1[c:3]([C:19](=[O:20])[O:21][CH2:22][CH3:23])[c:4]([CH3:18])[n:5][c:6]2[cH:7][cH:8][cH:9][c:10]([O:12][CH2:13][CH:14]([CH2:15][CH3:16])[NH2:17])[c:11]12.[OH:24][CH2:25][CH2:26][O:27][c:28]1[c:29]([O:37][CH3:38])[cH:30][c:31]([C:32](=[O:33])[OH:34])[cH:35][cH:36]1>>[NH2:1][c:2]1[c:3]([C:19](=[O:20])[O:21][CH2:22][CH3:23])[c:4]([CH3:18])[n:5][c:6]2[cH:7][cH:8][cH:9][c:10]([O:12][CH2:13][CH:14]([CH2:15][CH3:16])[NH:17][C:32]([c:31]3[cH:30][c:29]([O:37][CH3:38])[c:28]([O:27][CH2:26][CH2:25][OH:24])[cH:36][cH:35]3)=[O:33])[c:11]12. Starting materials: ClC=1C=CC(=C(C1)N1CCN(CC1)CCCNC1=C(C(=O)N(C)C)C=CC=C1)OC (2-{3-[4-(5-chloro-2-methoxyphenyl)piperazin-1-yl]propyl-amino}-N,N-dimethylbenzamide), Cl (hydrochloric acid), CCOCC (ether). Solvent: CO.C(Cl)Cl (methanol methylene chloride), CO (methanol). The product is Cl.ClC=1C=CC(=C(C1)N1CCN(CC1)CCCNC1=C(C(=O)N(C)C)C=CC=C1)OC (2-{3-[4-(5-chloro-2-methoxyphenyl)-piperazin-1-yl]propylamino}-N,N-dimethylbenzamide hydrochloride). Yield: 186.9%. As a reaction SMILES: [Cl:1][C:2]1[CH:3]=[CH:4][C:5]([O:29][CH3:30])=[C:6]([N:8]2[CH2:13][CH2:12][N:11]([CH2:14][CH2:15][CH2:16][NH:17][C:18]3[CH:28]=[CH:27][CH:26]=[CH:25][C:19]=3[C:20]([N:22]([CH3:24])[CH3:23])=[O:21])[CH2:10][CH2:9]2)[CH:7]=1.Cl.CCOCC>CO.C(Cl)Cl.CO>[ClH:1].[Cl:1][C:2]1[CH:3]=[CH:4][C:5]([O:29][CH3:30])=[C:6]([N:8]2[CH2:9][CH2:10][N:11]([CH2:14][CH2:15][CH2:16][NH:17][C:18]3[CH:28]=[CH:27][CH:26]=[CH:25][C:19]=3[C:20]([N:22]([CH3:24])[CH3:23])=[O:21])[CH2:12][CH2:13]2)[CH:7]=1 |f:3.4,6.7|. Reported procedure: A solution of 2-{3-[4-(5-chloro-2-methoxyphenyl)piperazin-1-yl]propyl-amino}-N,N-dimethylbenzamide (265 mg, 0.61 mmol) in 0.4 mL of 5% methanol/methylene chloride was acidified with 2 mL of 1M hydrochloric acid in methanol and then ether was added to give a precipitate. The supernatant was decanted and the precipitate was washed with ether, collected and dried to give 2-{3-[4-(5-chloro-2-methoxyphenyl)-piperazin-1-yl]propylamino}-N,N-dimethylbenzamide hydrochloride (270 mg, 0.57 mmol), m.p. 90°-... Starting materials: O=C([O-])[O-], CC1CN(C)C(=O)C(C)N1, COC(=O)c1cccc2oc(Cl)nc12, [K+], [K+], CN(C)C=O, O. The product is COC(=O)c1cccc2oc(N3C(C)CN(C)C(=O)C3C)nc12. As a reaction SMILES: [C:25](=[O:26])([O-:27])[O-:28].[CH3:15][N:16]1[C:17](=[O:24])[CH:18]([CH3:23])[NH:19][CH:20]([CH3:22])[CH2:21]1.[Cl:1][c:2]1[o:3][c:4]2[c:5]([n:6]1)[c:7]([C:11](=[O:12])[O:13][CH3:14])[cH:8][cH:9][cH:10]2.[K+:29].[K+:30].[O:31]=[CH:32][N:33]([CH3:34])[CH3:35].[OH2:36]>>[c:2]1([N:19]2[CH:18]([CH3:23])[C:17](=[O:24])[N:16]([CH3:15])[CH2:21][CH:20]2[CH3:22])[o:3][c:4]2[c:5]([n:6]1)[c:7]([C:11](=[O:12])[O:13][CH3:14])[cH:8][cH:9][cH:10]2. Starting materials: O=Cc1cc(Br)ccc1F, CCOC(=O)c1ccc(N)cc1, CCO. Yields the product CCOC(=O)c1ccc(N=Cc2cc(Br)ccc2F)cc1. Reaction SMILES: [Br:13][c:14]1[cH:15][cH:16][c:17]([F:22])[c:18]([CH:19]=[O:20])[cH:21]1.[CH2:1]([CH3:2])[O:3][C:4]([c:5]1[cH:6][cH:7][c:8]([NH2:11])[cH:9][cH:10]1)=[O:12].[CH3:23][CH2:24][OH:25]>>[CH2:1]([CH3:2])[O:3][C:4]([c:5]1[cH:6][cH:7][c:8]([N:11]=[CH:19][c:18]2[c:17]([F:22])[cH:16][cH:15][c:14]([Br:13])[cH:21]2)[cH:9][cH:10]1)=[O:12]. The reactants are CO, CCOC(=O)c1cc2ccn(Cc3ccc(F)cc3F)c2cn1, [Na+], [OH-], O, O=C(O)CC(O)(CC(=O)O)C(=O)O. Yields the product O=C(O)c1cc2ccn(Cc3ccc(F)cc3F)c2cn1. RXN SMILES: [CH3:39][OH:40].[F:1][c:2]1[c:3]([CH2:4][n:5]2[cH:6][cH:7][c:8]3[c:9]2[cH:10][n:11][c:12]([C:14](=[O:15])[O:16][CH2:17][CH3:18])[cH:13]3)[cH:19][cH:20][c:21]([F:23])[cH:22]1.[Na+:25].[OH-:24].[OH2:41].[OH:26][C:27]([CH2:28][C:29]([C:30](=[O:31])[OH:32])([CH2:33][C:34](=[O:35])[OH:36])[OH:37])=[O:38]>>[F:1][c:2]1[c:3]([CH2:4][n:5]2[cH:6][cH:7][c:8]3[c:9]2[cH:10][n:11][c:12]([C:14](=[O:15])[OH:16])[cH:13]3)[cH:19][cH:20][c:21]([F:23])[cH:22]1. The reactants are CO, Cl, O, O, Cl[Sn]Cl, Cc1cc([N+](=O)[O-])c(C)cc1Oc1ccc2c(c1)CCCC2. The product is Cc1cc(Oc2ccc3c(c2)CCCC3)c(C)cc1N. Reaction SMILES: [CH3:29][OH:30].[ClH:28].[OH2:23].[OH2:24].[Sn:25]([Cl:26])[Cl:27].[cH:1]1[c:2]([O:11][c:12]2[cH:13][c:14]([CH3:22])[c:15]([N+:19]([O-:20])=[O:21])[cH:16][c:17]2[CH3:18])[cH:3][cH:4][c:5]2[c:10]1[CH2:9][CH2:8][CH2:7][CH2:6]2>>[cH:1]1[c:2]([O:11][c:12]2[cH:13][c:14]([CH3:22])[c:15]([NH2:19])[cH:16][c:17]2[CH3:18])[cH:3][cH:4][c:5]2[c:10]1[CH2:9][CH2:8][CH2:7][CH2:6]2.